From a dataset of the Open Reaction Database (ORD), a public repository of structured organic reaction records. describe an organic reaction: reactants, conditions, products, and yield Run at time 8 hour. Solvent: CN1C(CCC1)=O (N-methyl-2-pyrrolidinone). RXN SMILES: [C:1]([C:6]1[CH:11]=[CH:10][CH:9]=[CH:8][C:7]=1[NH2:12])#[C:2][CH2:3][CH2:4][CH3:5].CC(C)([O-])C.[K+].O>CN1CCCC1=O>[CH2:3]([C:2]1[NH:12][C:7]2[C:6]([CH:1]=1)=[CH:11][CH:10]=[CH:9][CH:8]=2)[CH2:4][CH3:5] |f:1.2|. Yields the product C(CC)C=1NC2=CC=CC=C2C1 (2-propyl-1H-indole). The reactants are C(#CCCC)C1=C(C=CC=C1)N (2-pent-1-ynyl-phenylamine), CC(C)([O-])C.[K+] (potassium tert.butoxide), O (water). Procedure: The reaction was carried out under an argon atmosphere. 2.7 g (10 mmol) 2-pent-1-ynyl-phenylamine were added to 2.3 g (20 mmol) potassium tert.butoxide in 50 mL of N-methyl-2-pyrrolidinone and the mixture was stirred overnight at RT. The reaction mixture was mixed with water and extracted with ethyl acetate. The organic phase was dried and evaporated down. The residue was purified on silica gel. The reactants are COCC(=O)O (Methoxyacetic acid), O.[Cl-].COC1=NC(=NC(=N1)OC)[N+]1(CCOCC1)C (4-(4,6-dimethoxy[1.3.5]triazin-2-yl)-4-methylmorpholinium chloride hydrate), ClC=1C=C(C=CC1F)NC1=NC=NC2=CC(=CC(=C12)OC[C@@H]1NCCC1)OC (N-(3-chloro-4-fluorophenyl)-7-methoxy-5-[(2R)-pyrrolidin-2-ylmethoxy]-quinazolin-4-amine). Run in C(Cl)Cl (DCM), C(Cl)Cl (DCM). Conditions: time 1 hour. The product is ClC=1C=C(C=CC1F)NC1=NC=NC2=CC(=CC(=C12)OC[C@@H]1N(CCC1)C(COC)=O)OC (N-(3-Chloro-4-fluorophenyl)-7-methoxy-5-{[(2R)-1-(methoxyacetyl)pyrrolidin-2-yl]methoxy}quinazolin-4-amine). The yield is 82.3%. Reaction SMILES: [CH3:1][O:2][CH2:3][C:4]([OH:6])=O.O.[Cl-].COC1N=C(OC)N=C([N+]2(C)CCOCC2)N=1.[Cl:26][C:27]1[CH:28]=[C:29]([NH:34][C:35]2[C:44]3[C:39](=[CH:40][C:41]([O:52][CH3:53])=[CH:42][C:43]=3[O:45][CH2:46][C@H:47]3[CH2:51][CH2:50][CH2:49][NH:48]3)[N:38]=[CH:37][N:36]=2)[CH:30]=[CH:31][C:32]=1[F:33]>C(Cl)Cl>[Cl:26][C:27]1[CH:28]=[C:29]([NH:34][C:35]2[C:44]3[C:39](=[CH:40][C:41]([O:52][CH3:53])=[CH:42][C:43]=3[O:45][CH2:46][C@H:47]3[CH2:51][CH2:50][CH2:49][N:48]3[C:4](=[O:6])[CH2:3][O:2][CH3:1])[N:38]=[CH:37][N:36]=2)[CH:30]=[CH:31][C:32]=1[F:33] |f:1.2.3|. Procedure details: Methoxyacetic acid (27 mg) and 4-(4,6-dimethoxy[1.3.5]triazin-2-yl)-4-methylmorpholinium chloride hydrate (103 mg) were added sequentially, each in one portion, to a stirred mixture of N-(3-chloro-4-fluorophenyl)-7-methoxy-5-[(2R)-pyrrolidin-2-ylmethoxy]-quinazolin-4-amine (100 mg) in DCM (2 ml) at room temperature. The reaction mixture was stirred for 1 hour and then diluted with DCM (10 ml) and washed with saturated aqueous sodium hydrogen carbonate. The organic layer was dried (MgSO4) and con... The reactants are C(C=1C(O)=CC=CC1)=O (Salicylaldehyde), NC1=C(C=C(C=C1)C1=NN(C2=NC=NC(=C21)N)[C@@H]2CC[C@H](CC2)N2CCN(CC2)C)OC (trans-3-(4-amino-3-methoxyphenyl)-1-[4-(4-methylpiperazino)cyclohexyl]-1H-pyrazolo[3,4-d]pyrimidin-4-amine). The solvent is C(C)O (ethanol). Conditions: time 48 hour. Product: NC1=C2C(=NC=N1)N(N=C2C2=CC(=C(C=C2)N=CC2=C(C=CC=C2)O)OC)[C@@H]2CC[C@H](CC2)N2CCN(CC2)C (trans-2-[(4-{4-amino-1-[4-(4-methylpiperazino)cyclohexyl]-1H-pyrazolo[3,4-d]pyrimidin-3-yl}-2-methoxyphenyl)imino]methylphenol). As a reaction SMILES: [CH:1](=O)[C:2]1[C:3](=[CH:5][CH:6]=[CH:7][CH:8]=1)[OH:4].[NH2:10][C:11]1[CH:16]=[CH:15][C:14]([C:17]2[C:25]3[C:20](=[N:21][CH:22]=[N:23][C:24]=3[NH2:26])[N:19]([C@H:27]3[CH2:32][CH2:31][C@H:30]([N:33]4[CH2:38][CH2:37][N:36]([CH3:39])[CH2:35][CH2:34]4)[CH2:29][CH2:28]3)[N:18]=2)=[CH:13][C:12]=1[O:40][CH3:41]>C(O)C>[NH2:26][C:24]1[N:23]=[CH:22][N:21]=[C:20]2[N:19]([C@H:27]3[CH2:32][CH2:31][C@H:30]([N:33]4[CH2:34][CH2:35][N:36]([CH3:39])[CH2:37][CH2:38]4)[CH2:29][CH2:28]3)[N:18]=[C:17]([C:14]3[CH:15]=[CH:16][C:11]([N:10]=[CH:1][C:2]4[CH:8]=[CH:7][CH:6]=[CH:5][C:3]=4[OH:4])=[C:12]([O:40][CH3:41])[CH:13]=3)[C:25]=12. Reported procedure: Salicylaldehyde (0.034 g, 0.000282 mol) and trans-3-(4-amino-3-methoxyphenyl)-1-[4-(4-methylpiperazino)cyclohexyl]-1H-pyrazolo[3,4-d]pyrimidin-4-amine (0.117 g, 0.000268 mol) were combined in absolute ethanol and stirred at ambient temperature for 48 hours. The reaction mixture was concentrated under reduced pressure and the residue dried overnight to yield trans-2-[(4-{4-amino-1-[4-(4-methylpiperazino)cyclohexyl]-1H-pyrazolo[3,4-d]pyrimidin-3-yl}-2-methoxyphenyl)imino]methylphenol which was use... Procedure: Ethyl (Z)-2-hydroxyimino-3-oxobutyrate (0.98 g) was alkylated with cis-2-methoxycyclohexanol (0.89 g) as described in Example 4, method 3. The pure title compound was obtained as a colourless oil (0.3 g). νmax (film) 1745, 1695, and 1595 cm-1 ; δH (CDCl3) 1.30-2.30 (13H, m), 2.39 (3H, s), 3.42 (3H, s), and 4.20-4.60 (3H, m). [Mass spectrum: CI MH+ (272)]. Starting materials: O\N=C(/C(=O)OCC)\C(C)=O (Ethyl (Z)-2-hydroxyimino-3-oxobutyrate), CO[C@@H]1[C@@H](CCCC1)O (cis-2-methoxycyclohexanol). The product is CO[C@H]1[C@@H](CCCC1)O\N=C(/C(=O)OCC)\C(C)=O (Ethyl (Z)-2-(trans-2-methoxycyclohexyloxyimino)-3-oxobutyrate), oil. As a reaction SMILES: [OH:1]/[N:2]=[C:3](/[C:9](=[O:11])[CH3:10])\[C:4]([O:6][CH2:7][CH3:8])=[O:5].[CH3:12][O:13][C@H:14]1[CH2:19][CH2:18][CH2:17][CH2:16][C@H:15]1O>>[CH3:12][O:13][C@@H:14]1[CH2:19][CH2:18][CH2:17][CH2:16][C@H:15]1[O:1]/[N:2]=[C:3](/[C:9](=[O:11])[CH3:10])\[C:4]([O:6][CH2:7][CH3:8])=[O:5]. Starting materials: N[C@H](C(=O)NCCC[C@@H](CO)N(CC(C)C)S(=O)(=O)C1=CC=C(C=C1)N)CC1=CC=CC2=CC=CC=C12 ((2S,4S)-2-Amino-N-{4-[(4-amino-benzenesulfonyl)-isobutyl-amino]-5-hydroxy-pentyl}-3-naphthalen-1-yl-propionamide), N[C@H](C(=O)NCCC[C@@H](CO)N(CC(C)C)S(=O)(=O)C1=CC=C(C=C1)N)CC1=CC=CC2=CC=CC=C12 ((2S,4S)-2-Amino-N-{4-[(4-amino-benzenesulfonyl)-isobutyl-amino]-5-hydroxy-pentyl}-3-naphthalen-1-yl-propionamide), C(C(C)C)=O (isobutyraldehyde). Yields the product NC1=CC=C(C=C1)S(=O)(=O)N([C@@H](CCCNC([C@H](CC1=CC=CC2=CC=CC=C12)NCC(C)C)=O)CO)CC(C)C ((2S,4S)-N-{4-[(4-Amino-benzenesulfonyl)-isobutyl-amino]-5-hydroxy-pentyl}-2-isobutylamino-3-naphthalen-1-yl-propionamide). RXN SMILES: [NH2:1][C@@H:2]([CH2:27][C:28]1[C:37]2[C:32](=[CH:33][CH:34]=[CH:35][CH:36]=2)[CH:31]=[CH:30][CH:29]=1)[C:3]([NH:5][CH2:6][CH2:7][CH2:8][C@H:9]([N:12]([S:17]([C:20]1[CH:25]=[CH:24][C:23]([NH2:26])=[CH:22][CH:21]=1)(=[O:19])=[O:18])[CH2:13][CH:14]([CH3:16])[CH3:15])[CH2:10][OH:11])=[O:4].[CH:38](=O)[CH:39]([CH3:41])[CH3:40]>>[NH2:26][C:23]1[CH:22]=[CH:21][C:20]([S:17]([N:12]([CH2:13][CH:14]([CH3:16])[CH3:15])[C@H:9]([CH2:10][OH:11])[CH2:8][CH2:7][CH2:6][NH:5][C:3](=[O:4])[C@@H:2]([NH:1][CH2:38][CH:39]([CH3:41])[CH3:40])[CH2:27][C:28]2[C:37]3[C:32](=[CH:33][CH:34]=[CH:35][CH:36]=3)[CH:31]=[CH:30][CH:29]=2)(=[O:19])=[O:18])=[CH:25][CH:24]=1. Procedure: The title compound was prepared from (2S,4S)-2-amino-N-{4-[(4-amino-benzenesulfonyl)-isobutyl-amino]-5-hydroxy-pentyl}-3-naphthalen-1-yl-propionamide (product of example 8) as described in general procedure F using isobutyraldehyde. The final product was obtained in 41% yield.